Dataset: the Open Reaction Database (ORD), a public repository of structured organic reaction records. Task: describe an organic reaction: reactants, conditions, products, and yield Starting materials: ClC1=C(C=CC=C1)C1=C(OC2=C1C=C(C=C2)F)C(=O)OCC (Ethyl 3-(2-chlorophenyl)-5-fluorobenzofuran-2-carboxylate), [OH-].[K+] (potassium hydroxide), ice water. Solvent: C(C)O (ethanol), O (water). The product is ClC1=C(C=CC=C1)C1=C(OC2=C1C=C(C=C2)F)C(=O)O (3-(2-chlorophenyl)-5-fluorobenzofuran-2-carboxylic acid). Yield: 93.3%. Reaction SMILES: [Cl:1][C:2]1[CH:7]=[CH:6][CH:5]=[CH:4][C:3]=1[C:8]1[C:12]2[CH:13]=[C:14]([F:17])[CH:15]=[CH:16][C:11]=2[O:10][C:9]=1[C:18]([O:20]CC)=[O:19].[OH-].[K+]>C(O)C.O>[Cl:1][C:2]1[CH:7]=[CH:6][CH:5]=[CH:4][C:3]=1[C:8]1[C:12]2[CH:13]=[C:14]([F:17])[CH:15]=[CH:16][C:11]=2[O:10][C:9]=1[C:18]([OH:20])=[O:19] |f:1.2|. Reported procedure: A mixture of 3.69 g of compound D and 1.95 g of powdered potassium hydroxide in 30 cc of ethanol and 4 cc of water was heated under reflux for 6 hours. After cooling, ice water was added and the resulting mixture was washed with hexane. The aqueous layer was acidified with 1N HCl, and extracted with chloroform, which was then dried over magnesium sulfate. The solvent was distilled off to obtain 3.14 g of 3-(2-chlorophenyl)-5-fluorobenzofuran-2-carboxylic acid. Yield: 93.3%. The reactants are FC1=C(C=CC=C1)N1N=NC(=C1C1=CC=NC=C1)C1=NC(=NO1)C1CCN(CC1)C(=O)OC(C)(C)C (tert-butyl 4-(5-(1-(2-fluorophenyl)-5-(pyridin-4-yl)-1H-1,2,3-triazol-4-yl)-1,2,4-oxadiazol-3-yl)piperidine-1-carboxylate), Cl (HCl). Solvent: CO (MeOH). Reaction conditions: temperature 50 celsius. Product: Cl.FC1=C(C=CC=C1)N1N=NC(=C1C1=CC=NC=C1)C1=NC(=NO1)C1CCNCC1 (4-[1-(2-fluorophenyl)-4-(3-piperidin-4-yl-1,2,4-oxadiazol-5-yl)-1H-1,2,3-triazol-5-yl]pyridine hydrochloride). Yield: 96.0%. RXN SMILES: [F:1][C:2]1[CH:7]=[CH:6][CH:5]=[CH:4][C:3]=1[N:8]1[C:12]([C:13]2[CH:18]=[CH:17][N:16]=[CH:15][CH:14]=2)=[C:11]([C:19]2[O:23][N:22]=[C:21]([CH:24]3[CH2:29][CH2:28][N:27](C(OC(C)(C)C)=O)[CH2:26][CH2:25]3)[N:20]=2)[N:10]=[N:9]1.[ClH:37]>CO>[ClH:37].[F:1][C:2]1[CH:7]=[CH:6][CH:5]=[CH:4][C:3]=1[N:8]1[C:12]([C:13]2[CH:14]=[CH:15][N:16]=[CH:17][CH:18]=2)=[C:11]([C:19]2[O:23][N:22]=[C:21]([CH:24]3[CH2:29][CH2:28][NH:27][CH2:26][CH2:25]3)[N:20]=2)[N:10]=[N:9]1 |f:3.4|. Reported procedure: To a suspension of tert-butyl 4-(5-(1-(2-fluorophenyl)-5-(pyridin-4-yl)-1H-1,2,3-triazol-4-yl)-1,2,4-oxadiazol-3-yl)piperidine-1-carboxylate, obtained in Step 1, (601 mg; 1.22 mmol) in MeOH (30 mL) was added HCl (3 M, 30 mL) and the mixture was heated at 50° C. for 5 hours. The solvent was removed in vacuo affording the title compound as a white solid (462 mg; 96%). 1H NMR: (DMSO-d6, 400 MHz) δ 9.38-9.36 (1H, m), 9.26-9.24 (1H, m), 8.88 (2H, d, J=5.4 Hz), 7.94-7.84 (3H, m), 7.76-7.69 (1H, m), 7.... The reactants are CC1=NC=2C(=NC(=CC2)C#N)N1CC1=CC=C(C=C1)C1=CC=CC=C1 (2-methyl-3-(4-phenylbenzyl)-3H-imidazo[4,5-b]pyridine-5-carbonitrile), CC=1N(C=2C(=NC(=CC2)C#N)N1)CC1=CC=C(C=C1)C1=CC=CC=C1 (2-methyl-1-(4-phenylbenzyl)-1H-imidazo[4,5-b]pyridine-5-carbonitrile). Product: CC=1NC=2C(=NC(=CC2)C#N)N1 (2-methyl-1H-imidazo[4,5-b]pyridine-5-carbonitrile). The yield is 293.0%. Reaction SMILES: [CH3:1][C:2]1[N:12](CC2C=CC(C3C=CC=CC=3)=CC=2)[C:5]2=[N:6][C:7]([C:10]#[N:11])=[CH:8][CH:9]=[C:4]2[N:3]=1.CC1N(CC2C=CC(C3C=CC=CC=3)=CC=2)C2C(N=1)=NC(C#N)=CC=2>>[CH3:1][C:2]1[NH:3][C:4]2[C:5]([N:12]=1)=[N:6][C:7]([C:10]#[N:11])=[CH:8][CH:9]=2. Procedure details: In the same manner as in the following Preparation Example 14-2, 2-methyl-3-(4-phenylbenzyl)-3H-imidazo[4,5-b]pyridine-5-carbonitrile (140 mg) and 2-methyl-1-(4-phenylbenzyl)-1H-imidazo[4,5-b]pyridine-5-carbonitrile (113 mg) were respectively obtained as pale-brown crystals and pale-yellow amorphous from 2-methyl-1H-imidazo[4,5-b]pyridine-5-carbonitrile (200 mg).